The task is: describe an organic reaction: reactants, conditions, products, and yield. This data is from the Open Reaction Database (ORD), a public repository of structured organic reaction records. Starting materials: CN1N=NN=C1C (1,5-dimethyltetrazol), C(CCC)[Li] (n-butyl lithium), CC1=C(C(=O)C2=C(C=C(C=C2)C)C)C=CC(=C1)C (2,2',4,4'-tetramethylbenzophenone). The solvent is O1CCCC1 (tetrahydrofuran), O1CCCC1 (tetrahydrofuran). Run at temperature -20 celsius, time 20 minute. Yields the product CC1=C(C=CC(=C1)C)C(CC1=NN=NN1C)(O)C1=C(C=C(C=C1)C)C (1,1-Bis(2,4-dimethylphenyl)-2-(1-methyl-1H-tetrazol-5-yl)ethanol). The yield is 86.0%. RXN SMILES: [CH3:1][N:2]1[C:6]([CH3:7])=[N:5][N:4]=[N:3]1.C([Li])CCC.[CH3:13][C:14]1[CH:29]=[C:28]([CH3:30])[CH:27]=[CH:26][C:15]=1[C:16]([C:18]1[CH:23]=[CH:22][C:21]([CH3:24])=[CH:20][C:19]=1[CH3:25])=[O:17]>O1CCCC1>[CH3:25][C:19]1[CH:20]=[C:21]([CH3:24])[CH:22]=[CH:23][C:18]=1[C:16]([C:15]1[CH:26]=[CH:27][C:28]([CH3:30])=[CH:29][C:14]=1[CH3:13])([OH:17])[CH2:7][C:6]1[N:2]([CH3:1])[N:3]=[N:4][N:5]=1. Reported procedure: A solution of 1,5-dimethyltetrazol (8.9 g, 91.0 mmoles) in 100 mL of dry tetrahydrofuran at -60° C. was treated with n-butyl lithium (48 mL of 1.89M solution, 91.0 mmoles). After stirring for 20 minutes, 2,2',4,4'-tetramethylbenzophenone (18 g, 76 mmoles) [prepared by the procedure described in J. Am. Chem. Soc., 81, 4858 (1959)] in 50 mL dry tetrahydrofuran was added and the solution was stirred for 1 hour during which time it was allowed to warm to -20° C. The reaction was quenched with 1N HCl...